Dataset: the Open Reaction Database (ORD), a public repository of structured organic reaction records. Task: describe an organic reaction: reactants, conditions, products, and yield Reactants: CCOC(=O)C=1N(C2=CC=CC(=C2C1)OCC1=COC2=C1C=CC(=C2)F)C(=O)OC(C)(C)C (4-(6-Fluoro-benzofuran-3-ylmethoxy)-indole-1,2-dicarboxylic acid 1-tert-butyl ester 2-ethyl ester), [OH-].[K+] (KOH), mixture. The solvent is C1CCOC1 (THF), C(C)O (ethanol), O (water). Run at temperature 85 celsius, time 2 hour. Product: FC1=CC2=C(C(=CO2)COC2=C3C=C(NC3=CC=C2)C(=O)O)C=C1 (4-(6-Fluoro-benzofuran-3-ylmethoxy)-1H-indole-2-carboxylic acid). RXN SMILES: CC[O:3][C:4]([C:6]1[N:7](C(OC(C)(C)C)=O)[C:8]2[C:13]([CH:14]=1)=[C:12]([O:15][CH2:16][C:17]1[C:21]3[CH:22]=[CH:23][C:24]([F:26])=[CH:25][C:20]=3[O:19][CH:18]=1)[CH:11]=[CH:10][CH:9]=2)=[O:5].[OH-].[K+]>C1COCC1.C(O)C.O>[F:26][C:24]1[CH:23]=[CH:22][C:21]2[C:17]([CH2:16][O:15][C:12]3[CH:11]=[CH:10][CH:9]=[C:8]4[C:13]=3[CH:14]=[C:6]([C:4]([OH:5])=[O:3])[NH:7]4)=[CH:18][O:19][C:20]=2[CH:25]=1 |f:1.2|. Procedure details: 112 (1.2 g, 2.6 mmol) is dissolved in 30 ml of a 1:1:1 mixture of THF, ethanol and water. And after addition of KOH pellets (742 mg, 13.2 mmol) the mixture is stirred for 2 h (TLC control) at 85° C. Then the organic solvent are removed under reduced pressure. The residue is cooled to 0° C. and treated with 2M HCl. The crude product is filtered off and dried under high vacuum. The crude product (800 mg) is recrystallized from ethyl acetate.